This data is from the Open Reaction Database (ORD), a public repository of structured organic reaction records. The task is: describe an organic reaction: reactants, conditions, products, and yield The reactants are CCS(N)(F)(F)(F)CC, CCOC(C)=O, ClCCl, [Na+], O=c1[nH]c2cnc3[nH]ccc3c2n1C1C2CC3CC1CC(O)(C3)C2, O=C([O-])O. The product is O=c1[nH]c2cnc3[nH]ccc3c2n1C1C2CC3CC1CC(F)(C3)C2. RXN SMILES: [CH2:25]([S:26]([F:27])([F:28])([CH2:29][CH3:30])([F:31])[NH2:32])[CH3:33].[CH3:39][CH2:40][O:41][C:42](=[O:43])[CH3:44].[Cl:45][CH2:46][Cl:47].[Na+:34].[OH:1][C:2]12[CH2:3][CH:4]3[CH:5]([n:12]4[c:13](=[O:24])[nH:14][c:15]5[c:16]4[c:17]4[c:18]([n:19][cH:20]5)[nH:21][cH:22][cH:23]4)[CH:6]([CH2:7][CH:8]([CH2:9]1)[CH2:10]3)[CH2:11]2.[OH:35][C:36](=[O:37])[O-:38]>>[C:2]12([F:31])[CH2:3][CH:4]3[CH:5]([n:12]4[c:13](=[O:24])[nH:14][c:15]5[c:16]4[c:17]4[c:18]([n:19][cH:20]5)[nH:21][cH:22][cH:23]4)[CH:6]([CH2:7][CH:8]([CH2:9]1)[CH2:10]3)[CH2:11]2. Reactants: CBr, O=Cc1cc(F)ccc1F, [Mg], C1CCOC1. The product is CC(=O)c1cc(F)ccc1F. RXN SMILES: [CH3:11][Br:12].[F:1][c:2]1[c:3]([CH:4]=[O:5])[cH:6][c:7]([F:10])[cH:8][cH:9]1.[Mg:13].[O:14]1[CH2:15][CH2:16][CH2:17][CH2:18]1>>[F:1][c:2]1[c:3]([C:4](=[O:5])[CH3:11])[cH:6][c:7]([F:10])[cH:8][cH:9]1. Starting materials: C1(=CC=CC=C1)P(C1=CC=CC=C1)C1=CC=CC=C1 (triphenylphosphine), C1(CCCC1)C[C@@H](C(=O)O)C1=CC=C(C=C1)S(=O)(=O)C (3-cyclopentyl-2(R)-(4-methanesulfonylphenyl)propionic acid), NC=1SC(=CN1)C (2-amino-5-methylthiazole), BrN1C(CCC1=O)=O (N-bromosuccinimide), Cl (hydrochloric acid). The solvent is O (water), C(Cl)Cl (methylene chloride), C(C)(=O)OCC (ethyl acetate). Conditions: temperature 0 celsius, time 15 minute. Product: hexanes ethyl acetate, C1(CCCC1)C[C@@H](C(=O)NC=1SC(=CN1)C)C1=CC=C(C=C1)S(=O)(=O)C (3-cyclopentyl-2(R)-(4-methanesulfonyl-phenyl)-N-(5-methyl-thiazol-2-yl)-propionamide). The yield is 56.2%. Reaction SMILES: C1(P(C2C=CC=CC=2)C2C=CC=CC=2)C=CC=CC=1.BrN1C(=O)CCC1=O.[CH:28]1([CH2:33][C@H:34]([C:38]2[CH:43]=[CH:42][C:41]([S:44]([CH3:47])(=[O:46])=[O:45])=[CH:40][CH:39]=2)[C:35]([OH:37])=O)[CH2:32][CH2:31][CH2:30][CH2:29]1.[NH2:48][C:49]1[S:50][C:51]([CH3:54])=[CH:52][N:53]=1.Cl>C(Cl)Cl.O.C(OCC)(=O)C>[CH:28]1([CH2:33][C@H:34]([C:38]2[CH:43]=[CH:42][C:41]([S:44]([CH3:47])(=[O:46])=[O:45])=[CH:40][CH:39]=2)[C:35]([NH:48][C:49]2[S:50][C:51]([CH3:54])=[CH:52][N:53]=2)=[O:37])[CH2:29][CH2:30][CH2:31][CH2:32]1. Procedure: A solution of triphenylphosphine (345 mg, 1.31 mmol) in methylene chloride (4 mL) was cooled to 0° C. and then treated with N-bromosuccinimide (234 mg, 1.31 mmol). The reaction mixture was stirred at 0° C. for 15 min and then treated with 3-cyclopentyl-2(R)-(4-methanesulfonylphenyl)propionic acid (prepared as in Example 128, 300 mg, 1.01 mmol). The resulting reaction mixture was stirred at 0° C. for 5 min and then allowed to warm to 25° C. where it was stirred for 25 min. The reaction mixture wa... The reactants are N#Cc1ccc(S(=O)(=O)NC2CCC(C(=O)N3CCNCC3)CC2)cc1, CC(=O)O[BH-](OC(C)=O)OC(C)=O, C1CCOC1, CC(=O)O, O=CC1CC1, [Na+]. The product is N#Cc1ccc(S(=O)(=O)NC2CCC(C(=O)N3CCN(CC4CC4)CC3)CC2)cc1. RXN SMILES: [C:1](#[N:2])[c:3]1[cH:4][cH:5][c:6]([S:9](=[O:10])(=[O:11])[NH:12][CH:13]2[CH2:14][CH2:15][CH:16]([C:19](=[O:20])[N:21]3[CH2:22][CH2:23][NH:24][CH2:25][CH2:26]3)[CH2:17][CH2:18]2)[cH:7][cH:8]1.[C:36]([O:37][BH-:38]([O:39][C:40](=[O:41])[CH3:42])[O:43][C:44](=[O:45])[CH3:46])(=[O:47])[CH3:48].[CH2:50]1[O:51][CH2:52][CH2:53][CH2:54]1.[CH3:32][C:33](=[O:34])[OH:35].[CH:27]1([CH:30]=[O:31])[CH2:28][CH2:29]1.[Na+:49]>>[C:1](#[N:2])[c:3]1[cH:4][cH:5][c:6]([S:9](=[O:10])(=[O:11])[NH:12][CH:13]2[CH2:14][CH2:15][CH:16]([C:19](=[O:20])[N:21]3[CH2:22][CH2:23][N:24]([CH2:30][CH:27]4[CH2:28][CH2:29]4)[CH2:25][CH2:26]3)[CH2:17][CH2:18]2)[cH:7][cH:8]1. Starting materials: CN(CCN1CCNCC1)C (Dimethyl-(2-piperazin-1-yl-ethyl)-amine), C[Si](CCCOCC1OC1)(CC[Si](C)(C)C)C (2-{3-[Dimethyl-(2-trimethylsilanyl-ethyl)-silanyl]-propoxymethyl}-oxirane). Run in C(C)O (ethanol), C(C)O (ethanol), C(C)O (Ethanol). Conditions: temperature 70 celsius. Yields the product CN(CCN1CCN(CC1)CC(COCCC[Si](CC[Si](C)(C)C)(C)C)O)C (1-[4-(2-Dimethylamino-ethyl)-piperazin-1-yl]-3-{3-[dimethyl-(2-trimethylsilanyl-ethyl)-silanyl]-propoxy}-propan-2-ol). As a reaction SMILES: [CH3:1][N:2]([CH3:11])[CH2:3][CH2:4][N:5]1[CH2:10][CH2:9][NH:8][CH2:7][CH2:6]1.[CH3:12][Si:13]([CH3:28])([CH2:22][CH2:23][Si:24]([CH3:27])([CH3:26])[CH3:25])[CH2:14][CH2:15][CH2:16][O:17][CH2:18][CH:19]1[CH2:21][O:20]1>C(O)C>[CH3:1][N:2]([CH3:11])[CH2:3][CH2:4][N:5]1[CH2:10][CH2:9][N:8]([CH2:21][CH:19]([OH:20])[CH2:18][O:17][CH2:16][CH2:15][CH2:14][Si:13]([CH3:12])([CH3:28])[CH2:22][CH2:23][Si:24]([CH3:27])([CH3:26])[CH3:25])[CH2:7][CH2:6]1. Procedure details: Dimethyl-(2-piperazin-1-yl-ethyl)-amine (1.14 g; 7.28 mMol) and 40 mL of ethanol were charged to a 100 mL RB flask equipped with a magnetic stirrer. The mixture was stirred and heated to 70° C. 2-{3-[Dimethyl-(2-trimethylsilanyl-ethyl)-silanyl]-propoxymethyl}-oxirane 8 (2 g; 7.28 mMol) mixed with 10 g ethanol was placed in an addition funnel and added dropwise to the flask. The mixture was stirred and maintained at 70° C. for an additional 4 hours. Ethanol was stripped off on the rotovap. The mi... Isolated yield 74.0%. Procedure details: Copper(I) cyanide (21 g, 0.24 mol) was added to a solution of 2,5-dibromo-3-methylpyridine (49, 60 g, 0.24 mol) in dry DMF (200 mL), and the mixture was heated at reflux for 2 h. After cooling to room temperature, water (1500 mL) was added to the mixture and the products were extracted with ethyl acetate (3×300 mL). The combined extracts were washed with water (3×300 mL), brine (300 mL), dried with sodium sulfate and evaporated to dryness. The brown oily residue was subjected to flash column chr... The reactants are [Cu]C#N (Copper(I) cyanide), BrC1=NC=C(C=C1C)Br (2,5-Dibromo-3-methylpyridine), O (water). Yields the product BrC=1C=C(C(=NC1)C#N)C (5-Bromo-3-methylpicolinonitrile). Reaction SMILES: [Cu][C:2]#[N:3].Br[C:5]1[C:10]([CH3:11])=[CH:9][C:8]([Br:12])=[CH:7][N:6]=1.O>CN(C=O)C>[Br:12][C:8]1[CH:9]=[C:10]([CH3:11])[C:5]([C:2]#[N:3])=[N:6][CH:7]=1. Run in CN(C)C=O (DMF).